Dataset: the Open Reaction Database (ORD), a public repository of structured organic reaction records. Task: describe an organic reaction: reactants, conditions, products, and yield The reactants are C(C1=CC=CC=C1)OC=1C=C(C=C(C1)OCC1=CC=CC=C1)C(CC1=CC=C(C=C1)OCC1=CC=CC=C1)=O (1-(3,5-dibenzyloxyphenyl)-2-(4-benzyloxyphenyl)ethanone), [BH4-].[Na+] (sodium borohydride). Run in C1CCOC1 (THF), CO (methanol). Run at time 1 hour. The product is C(C1=CC=CC=C1)OC=1C=C(C=C(C1)OCC1=CC=CC=C1)C(CC1=CC=C(C=C1)OCC1=CC=CC=C1)O (1-(3,5-dibenzyloxyphenyl)-2-(4-benzyloxyphenyl)ethanol). The yield is 99.3%. RXN SMILES: [CH2:1]([O:8][C:9]1[CH:10]=[C:11]([C:23](=[O:39])[CH2:24][C:25]2[CH:30]=[CH:29][C:28]([O:31][CH2:32][C:33]3[CH:38]=[CH:37][CH:36]=[CH:35][CH:34]=3)=[CH:27][CH:26]=2)[CH:12]=[C:13]([O:15][CH2:16][C:17]2[CH:22]=[CH:21][CH:20]=[CH:19][CH:18]=2)[CH:14]=1)[C:2]1[CH:7]=[CH:6][CH:5]=[CH:4][CH:3]=1.[BH4-].[Na+]>CO.C1COCC1>[CH2:16]([O:15][C:13]1[CH:12]=[C:11]([CH:23]([OH:39])[CH2:24][C:25]2[CH:26]=[CH:27][C:28]([O:31][CH2:32][C:33]3[CH:34]=[CH:35][CH:36]=[CH:37][CH:38]=3)=[CH:29][CH:30]=2)[CH:10]=[C:9]([O:8][CH2:1][C:2]2[CH:7]=[CH:6][CH:5]=[CH:4][CH:3]=2)[CH:14]=1)[C:17]1[CH:22]=[CH:21][CH:20]=[CH:19][CH:18]=1 |f:1.2|. Reported procedure: 2 g (3.9 mmol) of recrystallized 1-(3,5-dibenzyloxyphenyl)-2-(4-benzyloxyphenyl)ethanone prepared according to Example 5 are introduced into a 100 ml round-bottomed flask and are dissolved in 30 ml of methanol and 25 ml of THF. Approximately 0.147 g of sodium borohydride is added in small fractions at ambient temperature over 1 hour. The medium is kept stirred for 1 h and concentrated, 30 ml of water are added and the medium is extracted with 60 ml of MTBE. The MTBE phase is concentrated to prod... Starting materials: ClCCCl, O=P(Cl)(Cl)Cl, O=c1[nH]cnc2sccc12. Yields the product Clc1ncnc2sccc12. RXN SMILES: [Cl:16][CH2:17][CH2:18][Cl:19].[P:11]([Cl:12])([Cl:13])([Cl:14])=[O:15].[n:1]1[cH:2][nH:3][c:4](=[O:10])[c:5]2[c:6]1[s:7][cH:8][cH:9]2>>[n:1]1[cH:2][n:3][c:4]([Cl:13])[c:5]2[c:6]1[s:7][cH:8][cH:9]2. The reactants are CCN(Cc1ccccc1F)C(=O)CCc1ccc(OCc2ccccc2C(=O)OC)cc1, CCO, [K+], [OH-]. The product is CCN(Cc1ccccc1F)C(=O)CCc1ccc(OCc2ccccc2C(=O)O)cc1. Reaction SMILES: [CH2:1]([CH3:2])[N:3]([C:4]([CH2:5][CH2:6][c:7]1[cH:8][cH:9][c:10]([O:11][CH2:12][c:13]2[c:14]([C:15](=[O:16])[O:17][CH3:18])[cH:19][cH:20][cH:21][cH:22]2)[cH:23][cH:24]1)=[O:25])[CH2:26][c:27]1[c:28]([F:33])[cH:29][cH:30][cH:31][cH:32]1.[CH3:36][CH2:37][OH:38].[K+:35].[OH-:34]>>[CH2:1]([CH3:2])[N:3]([C:4]([CH2:5][CH2:6][c:7]1[cH:8][cH:9][c:10]([O:11][CH2:12][c:13]2[c:14]([C:15](=[O:16])[OH:17])[cH:19][cH:20][cH:21][cH:22]2)[cH:23][cH:24]1)=[O:25])[CH2:26][c:27]1[c:28]([F:33])[cH:29][cH:30][cH:31][cH:32]1. Starting materials: C(C)C1=C(N)C=CC=C1CC (2,3-Diethylaniline), C1OC=2C=C3NC(C(NC3=CC2O1)=O)=O (6,7-Methylenedioxy-1,4-dihydroquinoxaline-2,3-dione), C1OC2=CC=C(C=C2O1)[N+](=O)[O-] (4,5-Methylenedioxynitrobenzene), C10H8ClN3O4, [N+](=O)(O)[O-] (HNO3), ice, ClC=1C=C2NCC(NC2=CC1CC)=O (6-Chloro-7-ethyl-3,4-dihydroquinoxaline-2-one). The solvent is C(F)(F)(F)C(=O)O (CF3CO2H). Reaction conditions: time 10 minute. Yields the product ClC=1C(=C2NC(C(NC2=CC1CC)=O)=O)[N+](=O)[O-] (6-Chloro-7-ethyl-5-nitro-1,4-dihydroquinoxaline-2,3-dione). Reaction SMILES: [Cl:1][C:2]1[CH:3]=[C:4]2[C:9](=[CH:10][C:11]=1[CH2:12][CH3:13])[NH:8][C:7](=[O:14])[CH2:6][NH:5]2.[N+:15]([O-])([OH:17])=[O:16].C1OC2C(=CC=C([N+]([O-])=O)C=2)[O:20]1.C1OC2C=C3C(NC(=O)C(=O)N3)=CC=2O1.C(C1C(CC)=CC=CC=1N)C>C(C(O)=O)(F)(F)F>[Cl:1][C:2]1[C:3]([N+:15]([O-:17])=[O:16])=[C:4]2[C:9](=[CH:10][C:11]=1[CH2:12][CH3:13])[NH:8][C:7](=[O:14])[C:6](=[O:20])[NH:5]2. Reported procedure: To a solution of 137 mg (0.65 mmol) of 36 in 4 mL of CF3CO2H kept in an ice bath was added dropwise 0.4 mL of fuming HNO3. The solution was stirred in the ice bath for 1 h and at room temperature overnight. It was evaporated and the residue was treated with 6 mL of water and stirred for 10 min. The mixture was filtered, washed with water, and dried to leave a yellow solid, 140 mg (80%); mp>330° C.; 1H NMR (DMSO-d6), 1.161 (t, 3, J=7.4), 2.712 (q, 2, J=7.6), 7.192 (s, 1), 12.209 (mb, 2). MS, 269 ... The reactants are N#CCCCCCN=C=S, N, C1COCCO1. The product is N#CCCCCCNC(N)=S. Reaction SMILES: [C:2](#[N:3])[CH2:4][CH2:5][CH2:6][CH2:7][CH2:8][N:9]=[C:10]=[S:11].[NH3:1].[O:12]1[CH2:13][CH2:14][O:15][CH2:16][CH2:17]1>>[NH2:1][C:10]([NH:9][CH2:8][CH2:7][CH2:6][CH2:5][CH2:4][C:2]#[N:3])=[S:11]. Starting materials: BrC=1C=CC(=NC1)C(=O)N[C@H](C1=NC=CC=C1C(F)(F)F)C1=CC=C(C=C1)C(F)(F)F ((S)-5-bromo-N-((4-(trifluoromethyl)phenyl)(3-(trifluoro-methyl)pyridin-2-yl)methyl)picolinamide), CN(C)C=O (DMF). The reagents and catalysts are [C-]#N.[Zn+2].[C-]#N (zinc cyanide), C=1C=CC(=CC1)[P](C=2C=CC=CC2)(C=3C=CC=CC3)[Pd]([P](C=4C=CC=CC4)(C=5C=CC=CC5)C=6C=CC=CC6)([P](C=7C=CC=CC7)(C=8C=CC=CC8)C=9C=CC=CC9)[P](C=1C=CC=CC1)(C=1C=CC=CC1)C=1C=CC=CC1 (tetrakis(triphenylphosphine)palladium(0)). Yields the product C(#N)C=1C=CC(=NC1)C(=O)N[C@H](C1=NC=CC=C1C(F)(F)F)C1=CC=C(C=C1)C(F)(F)F ((S)-5-Cyano-N-((4-(trifluoromethyl)phenyl)(3-(trifluoro-methyl)pyridin-2-yl)methyl)picolinamide). As a reaction SMILES: Br[C:2]1[CH:3]=[CH:4][C:5]([C:8]([NH:10][C@@H:11]([C:22]2[CH:27]=[CH:26][C:25]([C:28]([F:31])([F:30])[F:29])=[CH:24][CH:23]=2)[C:12]2[C:17]([C:18]([F:21])([F:20])[F:19])=[CH:16][CH:15]=[CH:14][N:13]=2)=[O:9])=[N:6][CH:7]=1.[CH3:32][N:33](C=O)C>[C-]#N.[Zn+2].[C-]#N.C1C=CC([P]([Pd]([P](C2C=CC=CC=2)(C2C=CC=CC=2)C2C=CC=CC=2)([P](C2C=CC=CC=2)(C2C=CC=CC=2)C2C=CC=CC=2)[P](C2C=CC=CC=2)(C2C=CC=CC=2)C2C=CC=CC=2)(C2C=CC=CC=2)C2C=CC=CC=2)=CC=1>[C:32]([C:2]1[CH:3]=[CH:4][C:5]([C:8]([NH:10][C@@H:11]([C:22]2[CH:23]=[CH:24][C:25]([C:28]([F:31])([F:30])[F:29])=[CH:26][CH:27]=2)[C:12]2[C:17]([C:18]([F:21])([F:20])[F:19])=[CH:16][CH:15]=[CH:14][N:13]=2)=[O:9])=[N:6][CH:7]=1)#[N:33] |f:2.3.4,^1:45,47,66,85|. Procedure details: To a solution of (S)-5-bromo-N-((4-(trifluoromethyl)phenyl)(3-(trifluoro-methyl)pyridin-2-yl)methyl)picolinamide (Example 205) (0.100 g, 0.198 mmol) in DMF (1.3 mL) was added zinc cyanide (0.050 mL, 0.793 mmol) and tetrakis(triphenylphosphine)palladium(0) (0.023 g, 0.020 mmol). The resulting mixture was subjected to a microwave irradiation at 140° C. for 20 min. The mixture was then purified by preparative HPLC (0%-100% MeCN 0.1% TFA/H2O 0.1% TFA) to give the title compound as a white solid. 1H ...